This data is from the Open Reaction Database (ORD), a public repository of structured organic reaction records. The task is: describe an organic reaction: reactants, conditions, products, and yield Starting materials: Cc1c(I)cc(C(=O)NCCCN(C)C)c(=O)n1-c1cccc(C(F)(F)F)c1, CC1(C)OB(c2ccnn2-c2ccc(C#N)cc2)OC1(C)C, CN(C)C=O, CC(C)O, O. Product: Cc1c(-c2ccnn2-c2ccc(C#N)cc2)cc(C(=O)NCCCN(C)C)c(=O)n1-c1cccc(C(F)(F)F)c1. Reaction SMILES: [CH3:1][N:2]([CH2:3][CH2:4][CH2:5][NH:6][C:7](=[O:8])[c:9]1[c:10](=[O:27])[n:11](-[c:17]2[cH:18][c:19]([C:23]([F:24])([F:25])[F:26])[cH:20][cH:21][cH:22]2)[c:12]([CH3:16])[c:13]([I:15])[cH:14]1)[CH3:28].[CH3:29][C:30]1([CH3:31])[C:32]([CH3:33])([CH3:34])[O:35][B:36]([c:37]2[cH:38][cH:39][n:40][n:41]2-[c:42]2[cH:43][cH:44][c:45]([C:46]#[N:47])[cH:48][cH:49]2)[O:50]1.[CH3:51][N:52]([CH3:53])[CH:54]=[O:55].[CH:57]([OH:58])([CH3:59])[CH3:60].[OH2:56]>>[CH3:1][N:2]([CH2:3][CH2:4][CH2:5][NH:6][C:7](=[O:8])[c:9]1[c:10](=[O:27])[n:11](-[c:17]2[cH:18][c:19]([C:23]([F:24])([F:25])[F:26])[cH:20][cH:21][cH:22]2)[c:12]([CH3:16])[c:13](-[c:37]2[cH:38][cH:39][n:40][n:41]2-[c:42]2[cH:43][cH:44][c:45]([C:46]#[N:47])[cH:48][cH:49]2)[cH:14]1)[CH3:28]. Starting materials: O=C1CN2CCC(CC2)N1, C1COCCO1, O. The product is C1CN2CCC(CC2)N1. RXN SMILES: [N:1]12[CH2:2][C:3](=[O:10])[NH:4][CH:5]([CH2:6][CH2:7]1)[CH2:8][CH2:9]2.[O:11]1[CH2:12][CH2:13][O:14][CH2:15][CH2:16]1.[OH2:17]>>[N:1]12[CH2:2][CH2:3][NH:4][CH:5]([CH2:6][CH2:7]1)[CH2:8][CH2:9]2. Reactants: C(C)(C)(C)OC(NCC#C)=O (prop-2-ynyl-carbamic acid tert-butyl ester), Cl.IC=1C=C2C(=NC=NC2=CC1)NC1=CC(=C(C=C1)OC=1C=NC(=CC1)C)C ((6-Iodo-quinazolin-4-yl)-[3-methyl-4-(6-methyl-pyridin-3-yloxy)-phenyl]-amine hydrochloride), dichlorobis(triphenylphosphine) palladium (II), C(C)(C)NC(C)C (diisopropylamine). Reagents/catalysts: [Cu](I)I (copper iodide). Run in C1CCOC1 (THF). Reaction conditions: time 5 hour. Product: C(C)(C)(C)OC(NCC#CC=1C=C2C(=NC=NC2=CC1)NC1=CC(=C(C=C1)OC=1C=NC(=CC1)C)C)=O ((3-{4-[3-Methyl-4-(6-methyl-pyridin-3-yloxy)-phenylamino]-quinazolin-6-yl}-prop-2-ynyl)-carbamic acid tert-butyl ester). Isolated yield 97.9%. RXN SMILES: [C:1]([O:5][C:6](=[O:11])[NH:7][CH2:8][C:9]#[CH:10])([CH3:4])([CH3:3])[CH3:2].Cl.I[C:14]1[CH:15]=[C:16]2[C:21](=[CH:22][CH:23]=1)[N:20]=[CH:19][N:18]=[C:17]2[NH:24][C:25]1[CH:30]=[CH:29][C:28]([O:31][C:32]2[CH:33]=[N:34][C:35]([CH3:38])=[CH:36][CH:37]=2)=[C:27]([CH3:39])[CH:26]=1.C(NC(C)C)(C)C>C1COCC1.[Cu](I)I>[C:1]([O:5][C:6](=[O:11])[NH:7][CH2:8][C:9]#[C:10][C:14]1[CH:15]=[C:16]2[C:21](=[CH:22][CH:23]=1)[N:20]=[CH:19][N:18]=[C:17]2[NH:24][C:25]1[CH:30]=[CH:29][C:28]([O:31][C:32]2[CH:33]=[N:34][C:35]([CH3:38])=[CH:36][CH:37]=2)=[C:27]([CH3:39])[CH:26]=1)([CH3:4])([CH3:3])[CH3:2] |f:1.2|. Reported procedure: A mixture of prop-2-ynyl-carbamic acid tert-butyl ester (2.65 g, 17.08 mmol) and (6-Iodo-quinazolin-4-yl)-[3-methyl-4-(6-methyl-pyridin-3-yloxy)-phenyl]-amine hydrochloride (8.2 g, 16.27 mmol), dichlorobis(triphenylphosphine) palladium (II) (570 mg, 0.81 mmol), copper iodide (154 mg, 0.81 mmol), and diisopropylamine (4.78 mL, 34.16 mmol) in anhydrous THF (80 mL) was stirred at room temperature for 5 hours. After concentration, the residue was dissolved in CH2Cl2 (100 mL), washed with aqueous NH4...